This data is from the Open Reaction Database (ORD), a public repository of structured organic reaction records. The task is: describe an organic reaction: reactants, conditions, products, and yield Starting materials: ClC=1C=CC2=C(C(=NCC(N2CCCl)CCl)C2=CSC=C2)C1 (7-chloro-1-(β-chloroethyl)-2-chloromethyl-5-(3-thienyl)-2,3-dihydro-1H-1,4-benzodiazepine), [OH-].[Na+] (sodium hydroxide), C(Cl)(Cl)Cl (chloroform). Solvent: O1CCOCC1 (dioxane). The product is ClC=1C=CC2=C(C(=NCC3N2CCOC3)C3=CSC=C3)C1 (1,2,4,4a-tetrahydro-9-chloro-7-(3-thienyl)-5H-[1,4]oxazino[4,3-a][1,4]benzodiazepine). Reaction SMILES: [Cl:1][C:2]1[CH:3]=[CH:4][C:5]2[N:11]([CH2:12][CH2:13]Cl)[CH:10]([CH2:15]Cl)[CH2:9][N:8]=[C:7]([C:17]3[CH:21]=[CH:20][S:19][CH:18]=3)[C:6]=2[CH:22]=1.[OH-:23].[Na+].C(Cl)(Cl)Cl>O1CCOCC1>[Cl:1][C:2]1[CH:3]=[CH:4][C:5]2[N:11]3[CH2:12][CH2:13][O:23][CH2:15][CH:10]3[CH2:9][N:8]=[C:7]([C:17]3[CH:21]=[CH:20][S:19][CH:18]=3)[C:6]=2[CH:22]=1 |f:1.2|. Procedure details: A solution of 11 g of 7-chloro-1-(β-chloroethyl)-2-chloromethyl-5-(3-thienyl)-2,3-dihydro-1H-1,4-benzodiazepine in 60 ml of dioxane and 160 ml of 4.5% strength sodium hydroxide solution is heated under reflux for 5 hours. After the solvent has been stripped off in vacuo, the reaction product is isolated from chloroform and is then chromatographed on aluminium oxide of activity level II, using methylene chloride. After the methylene chloride has been stripped off, 6.5 g of 1,2,4,4a-tetrahydro-9-c... Reactants: [K] (potassium), C(C)OC(=O)C=1N=C2N(C3=CC=C(C=C3NC2=O)C(F)(F)F)C1CNC1=CC2=C(C=C1)OCO2 (2-Ethoxycarbonyl-1-(3,4-methylenedioxyanilino)methyl-7-trifluoromethylimidazo[1,2-a]quinoxalin-4(5H)-one). Run in [OH-].[K+] (potassium hydroxide), CO (methanol). Reaction conditions: temperature 60 celsius, time 4 hour. The product is C(=O)(O)C=1N=C2N(C3=CC=C(C=C3NC2=O)C(F)(F)F)C1CNC1=CC2=C(C=C1)OCO2 (2-Carboxy-1-(3,4-methylenedioxyanilino)methyl-7-trifluoromethylimidazo[1,2-a]quinoxalin-4(5H)-one). The yield is 76.4%. RXN SMILES: C([O:3][C:4]([C:6]1[N:7]=[C:8]2[C:17](=[O:18])[NH:16][C:15]3[C:10](=[CH:11][CH:12]=[C:13]([C:19]([F:22])([F:21])[F:20])[CH:14]=3)[N:9]2[C:23]=1[CH2:24][NH:25][C:26]1[CH:31]=[CH:30][C:29]2[O:32][CH2:33][O:34][C:28]=2[CH:27]=1)=[O:5])C.[K]>[OH-].[K+].CO>[C:4]([C:6]1[N:7]=[C:8]2[C:17](=[O:18])[NH:16][C:15]3[C:10](=[CH:11][CH:12]=[C:13]([C:19]([F:22])([F:21])[F:20])[CH:14]=3)[N:9]2[C:23]=1[CH2:24][NH:25][C:26]1[CH:31]=[CH:30][C:29]2[O:32][CH2:33][O:34][C:28]=2[CH:27]=1)([OH:5])=[O:3] |f:2.3,^1:34|. Reported procedure: A suspension of 2-ethoxycarbonyl-1-(3,4-methylenedioxyanilino)methyl-7-trifluoromethylimidazo[1,2-a]quinoxalin-4(5H)-one (Example 13) (500 mg, 1.1 mmol) in 2M potassium hydroxide (50 ml) and methanol (50 ml) was stirred at 60° C. for 4 h. The reaction mixture was concentrated to half volume and the precipitate isolated by filtration to give 375 mg (74%) of the title compound as the potassium slat. M.p. >250° C. Procedure details: A mixture of 4-[(2-bromo-ethyl)-[1,2,4]triazol-4-yl-amino]-benzonitrile (CAB03031, 146 mg, 0.50 mmol), 4-hydroxythiophenol (126 mg, 1.0 mmol) and potassium carbonate (138 mg, 1.0 mmol) in DMF (10 mL) was stirred overnight at room temperature. The mixture was transferred into a separation funnel and ethyl acetate (50 mL) and water (50 mL) were added. The organic layer was separated, washed with brine (30 mL), dried over sodium sulphate and concentrated under reduced pressure. The residue was crys... Reaction conditions: time 8 hour. Starting materials: C(C)(=O)OCC (ethyl acetate), BrCCN(C1=CC=C(C#N)C=C1)N1C=NN=C1 (4-[(2-bromo-ethyl)-[1,2,4]triazol-4-yl-amino]-benzonitrile), OC1=CC=C(C=C1)S (4-hydroxythiophenol), C([O-])([O-])=O.[K+].[K+] (potassium carbonate). Run in O (water), CN(C)C=O (DMF). Reaction SMILES: Br[CH2:2][CH2:3][N:4]([N:13]1[CH:17]=[N:16][N:15]=[CH:14]1)[C:5]1[CH:12]=[CH:11][C:8]([C:9]#[N:10])=[CH:7][CH:6]=1.[OH:18][C:19]1[CH:24]=[CH:23][C:22]([SH:25])=[CH:21][CH:20]=1.C(=O)([O-])[O-].[K+].[K+].C(OCC)(=O)C>CN(C=O)C.O>[OH:18][C:19]1[CH:24]=[CH:23][C:22]([S:25][CH2:2][CH2:3][N:4]([N:13]2[CH:17]=[N:16][N:15]=[CH:14]2)[C:5]2[CH:12]=[CH:11][C:8]([C:9]#[N:10])=[CH:7][CH:6]=2)=[CH:21][CH:20]=1 |f:2.3.4|. Yields the product OC1=CC=C(C=C1)SCCN(C1=CC=C(C#N)C=C1)N1C=NN=C1 (4-{[2-(4-Hydroxy-phenylsulfanyl)-ethyl]-[1,2,4]triazol-4-yl-amino}-benzonitrile). Starting materials: CC(=CCO)C (3-methylbut-2-en-1-ol), CC(C)(C)C1=NC=C(C=N1)CC(=O)O (2-[2-(1,1-dimethylethyl)pyrimidin-5-yl]acetic acid). The product is CC(C)(C)C1=NC=C(C=N1)CC(=O)OCC=C(C)C (3-methylbut-2-en-1-yl 2-[2-(1,1-dimethylethyl]pyrimidin-5-yl]acetate). Reaction SMILES: [CH3:1][C:2]([CH3:6])=[CH:3][CH2:4]O.[CH3:7][C:8]([C:11]1[N:16]=[CH:15][C:14]([CH2:17][C:18]([OH:20])=[O:19])=[CH:13][N:12]=1)([CH3:10])[CH3:9]>>[CH3:10][C:8]([C:11]1[N:12]=[CH:13][C:14]([CH2:17][C:18]([O:20][CH2:4][CH:3]=[C:2]([CH3:6])[CH3:1])=[O:19])=[CH:15][N:16]=1)([CH3:7])[CH3:9]. Procedure: Prepared according to the esterification process described in Example 19 l, Method 1 from 3-methylbut-2-en-1-ol and 2-[2-(1,1-dimethylethyl)pyrimidin-5-yl]acetic acid Reactants: F[B-](F)(F)F, CN1CCN(C2CCC(N)CC2)CC1, COc1cc(C(=O)O)ccc1Nc1ncc2c(n1)N(C1CCCC1)CC1(CC1)C(=O)N2C, CCN(C(C)C)C(C)C, CN(C)C=O, CN(C)C(On1nnc2ccccc21)=[N+](C)C. The product is COc1cc(C(=O)NC2CCC(N3CCN(C)CC3)CC2)ccc1Nc1ncc2c(n1)N(C1CCCC1)CC1(CC1)C(=O)N2C. Reaction SMILES: [B-:42]([F:43])([F:44])([F:45])[F:46].[CH3:64][N:65]1[CH2:66][CH2:67][N:68]([CH:71]2[CH2:72][CH2:73][CH:74]([NH2:77])[CH2:75][CH2:76]2)[CH2:69][CH2:70]1.[CH:1]1([N:6]2[c:7]3[c:8]([cH:17][n:18][c:19]([NH:21][c:22]4[c:23]([O:31][CH3:32])[cH:24][c:25]([C:26](=[O:27])[OH:28])[cH:29][cH:30]4)[n:20]3)[N:9]([CH3:16])[C:10](=[O:15])[C:11]3([CH2:12][CH2:13]3)[CH2:14]2)[CH2:2][CH2:3][CH2:4][CH2:5]1.[CH:33]([N:34]([CH2:35][CH3:36])[CH:37]([CH3:38])[CH3:39])([CH3:40])[CH3:41].[O:78]=[CH:79][N:80]([CH3:81])[CH3:82].[n:47]1([O:48][C:49]([N:50]([CH3:51])[CH3:52])=[N+:53]([CH3:54])[CH3:55])[c:56]2[cH:57][cH:58][cH:59][cH:60][c:61]2[n:62][n:63]1>>[CH:1]1([N:6]2[c:7]3[c:8]([cH:17][n:18][c:19]([NH:21][c:22]4[c:23]([O:31][CH3:32])[cH:24][c:25]([C:26](=[O:28])[NH:77][CH:74]5[CH2:73][CH2:72][CH:71]([N:68]6[CH2:67][CH2:66][N:65]([CH3:64])[CH2:70][CH2:69]6)[CH2:76][CH2:75]5)[cH:29][cH:30]4)[n:20]3)[N:9]([CH3:16])[C:10](=[O:15])[C:11]3([CH2:12][CH2:13]3)[CH2:14]2)[CH2:2][CH2:3][CH2:4][CH2:5]1. Starting materials: Cl (hydrochloric acid), BrC=1C=CC2=C(C(=C(C(O2)=O)CCC)Cl)C1 (6-bromo-4-chloro-3-propyl-2H-1-benzopyran-2-one), [H-].[Na+] (sodium hydride), COC1=CC=C(C=C1)O (4-methoxyphenol). The solvent is CN(C=O)C (dimethylformamide). Run at time 8 hour. Product: BrC=1C=CC2=C(C(=C(C(O2)=O)CCC)OC2=CC=C(C=C2)OC)C1 (6-bromo-4-(4-methoxyphenoxy)-3-propyl-2H-1-benzopyran-2-one), compound 20. Reaction SMILES: [Br:1][C:2]1[CH:3]=[CH:4][C:5]2[O:10][C:9](=[O:11])[C:8]([CH2:12][CH2:13][CH3:14])=[C:7](Cl)[C:6]=2[CH:16]=1.[H-].[Na+].[CH3:19][O:20][C:21]1[CH:26]=[CH:25][C:24]([OH:27])=[CH:23][CH:22]=1.Cl>CN(C)C=O>[Br:1][C:2]1[CH:3]=[CH:4][C:5]2[O:10][C:9](=[O:11])[C:8]([CH2:12][CH2:13][CH3:14])=[C:7]([O:27][C:24]3[CH:25]=[CH:26][C:21]([O:20][CH3:19])=[CH:22][CH:23]=3)[C:6]=2[CH:16]=1 |f:1.2|. Procedure details: A mixture of 6-bromo-4-chloro-3-propyl-2H-1-benzopyran-2-one (0.5 g) with sodium hydride (0.8 g of 60% in oil) and 4-methoxyphenol (0.24 g) in dry dimethylformamide (5 ml) was stirred at room temperature overnight under nitrogen. The mixture was poured into dilute hydrochloric acid and extracted with diethyl ether. The extracts were washed with sodium hydroxide, brine, dried and evaporated under reduced pressure. The residue was triturated with light petroleum (b.p. 40-60° C.) to give 6-bromo-4-... Starting materials: CC(=O)O, CC(=O)OC(C)=O, Oc1ccccc1O. Yields the product CC(=O)c1cccc(O)c1O. As a reaction SMILES: [CH3:16][C:17](=[O:18])[OH:19].[CH3:9][C:10](=[O:11])[O:12][C:13](=[O:14])[CH3:15].[OH:1][c:2]1[cH:3][cH:4][cH:5][cH:6][c:7]1[OH:8]>>[OH:1][c:2]1[cH:3][cH:4][cH:5][c:6]([C:10]([CH3:9])=[O:11])[c:7]1[OH:8].